From a dataset of the Open Reaction Database (ORD), a public repository of structured organic reaction records. describe an organic reaction: reactants, conditions, products, and yield Reactants: [Mn](=O)(=O)(=O)[O-].[K+] (potassium permanganate), C(C)(C)(C)C=1C(=C(C=CC1)C)OC (3-t-butyl-2-methoxytoluene), [Mn](=O)(=O)(=O)[O-].[K+] (potassium permanganate), [OH-].[Na+] (sodium hydroxide). Yields the product C(C)(C)(C)C=1C(=C(C(=O)O)C=CC1)OC (3-t-butyl-2-methoxybenzoic acid). Reaction SMILES: [C:1]([C:5]1[C:6]([O:12][CH3:13])=[C:7]([CH3:11])[CH:8]=[CH:9][CH:10]=1)([CH3:4])([CH3:3])[CH3:2].[Mn]([O-])(=O)(=O)=[O:15].[K+].[OH-:20].[Na+]>>[C:1]([C:5]1[C:6]([O:12][CH3:13])=[C:7]([CH:8]=[CH:9][CH:10]=1)[C:11]([OH:15])=[O:20])([CH3:4])([CH3:2])[CH3:3] |f:1.2,3.4|. Procedure: A mixture of 0.01 mole of 3-t-butyl-2-methoxytoluene, 0.01 mole of potassium permanganate, and 100 ml. of 1 N sodium hydroxide solution is heated to reflux and another 0.01 mole of potassium permanganate is added each hour until a total of 0.05 mole has been added (4 hours). After another 2 hours of reflux the unreacted starting material is steam distilled. Ethanol is added to the residue to decompose excess permanganate and mixture is filtered hot. Acidification with sulfuric acid of the filtra... Starting materials: O=CC1=CCCCC1, CC(=O)O[BH-](OC(C)=O)OC(C)=O, O=C([O-])O, CC(C)(C)OC(=O)NC1CCNC1, CC(=O)O, [Na+], [Na+], C1CCOC1. The product is CC(C)(C)OC(=O)NC1CCN(CC2=CCCCC2)C1. Reaction SMILES: [C:1]1([CH:7]=[O:8])=[CH:2][CH2:3][CH2:4][CH2:5][CH2:6]1.[C:26]([O:27][BH-:28]([O:29][C:30](=[O:31])[CH3:32])[O:33][C:34](=[O:35])[CH3:36])(=[O:37])[CH3:38].[C:40](=[O:41])([OH:42])[O-:43].[C:9]([CH3:10])([CH3:11])([CH3:12])[O:13][C:14](=[O:15])[NH:16][CH:17]1[CH2:18][NH:19][CH2:20][CH2:21]1.[CH3:22][C:23](=[O:24])[OH:25].[Na+:39].[Na+:44].[O:45]1[CH2:46][CH2:47][CH2:48][CH2:49]1>>[C:1]1([CH2:7][N:19]2[CH2:18][CH:17]([NH:16][C:14]([O:13][C:9]([CH3:10])([CH3:11])[CH3:12])=[O:15])[CH2:21][CH2:20]2)=[CH:2][CH2:3][CH2:4][CH2:5][CH2:6]1. Starting materials: CN (methylamine), C1(=CC=CC=C1)C1(C=CCC=C1)CC(C)=O ((1-phenyl-2,5-cyclohexadien-1-yl)-2-propanone), C(#N)[BH3-].[Na+] (sodium cyanoborohydride), 3A, Cl (hydrochloric acid), ice water. Solvent: CO (methanol), CO (methanol), CCOCC (ether). Product: CC(CC1(C=CCC=C1)C1=CC=CC=C1)NC (α,N-dimethyl-1-phenyl-2,5-cyclohexadien-1-ethylamine). As a reaction SMILES: CN.Cl.[C:4]1([C:10]2([CH2:16][C:17](=O)[CH3:18])[CH:15]=[CH:14][CH2:13][CH:12]=[CH:11]2)[CH:9]=[CH:8][CH:7]=[CH:6][CH:5]=1.[C:20]([BH3-])#[N:21].[Na+]>CCOCC.CO>[CH3:18][CH:17]([NH:21][CH3:20])[CH2:16][C:10]1([C:4]2[CH:9]=[CH:8][CH:7]=[CH:6][CH:5]=2)[CH:15]=[CH:14][CH2:13][CH:12]=[CH:11]1 |f:3.4|. Procedure: To 11.5 ml. (about 6 equivalents) of methylamine and 10 g. of molecular sieve 3A in 200 ml. of absolute methanol are added dropwise at 0° C. 17.8 ml. of 5 N methanolic hydrochloric acid (2 equivalents) and subsequently 9.4 g. of (1-phenyl-2,5-cyclohexadien-1-yl)-2-propanone in a small amount of methanol. After the addition of 1.95 g. (0.75 equivalent) of sodium cyanoborohydride, the mixture is stirred at room temperature for 5 days. The mixture is worked-up as follows: The mixture is treated wit... The reactants are NC=1C(=C(C(=O)OC)C=CC1)O (methyl 3-amino-2-hydroxybenzoate), N1=CC=CC=C1 (pyridine), N1=CC=C(C=C1)C=1C=C(C(=O)Cl)C=CC1 (3-(pyridin-4-yl)benzoyl chloride). Solvent: C1(=CC=CC=C1)C (toluene). Conditions: temperature 70 celsius, time 4 hour. The product is OC1=C(C(=O)OC)C=CC=C1NC(C1=CC(=CC=C1)C1=CC=NC=C1)=O (methyl 2-hydroxy-3-(3-(pyridin-4-yl)benzamido)benzoate). The yield is 89.1%. Reaction SMILES: [NH2:1][C:2]1[C:3]([OH:12])=[C:4]([CH:9]=[CH:10][CH:11]=1)[C:5]([O:7][CH3:8])=[O:6].N1C=CC=CC=1.[N:19]1[CH:24]=[CH:23][C:22]([C:25]2[CH:26]=[C:27]([CH:31]=[CH:32][CH:33]=2)[C:28](Cl)=[O:29])=[CH:21][CH:20]=1>C1(C)C=CC=CC=1>[OH:12][C:3]1[C:2]([NH:1][C:28](=[O:29])[C:27]2[CH:31]=[CH:32][CH:33]=[C:25]([C:22]3[CH:21]=[CH:20][N:19]=[CH:24][CH:23]=3)[CH:26]=2)=[CH:11][CH:10]=[CH:9][C:4]=1[C:5]([O:7][CH3:8])=[O:6]. Reported procedure: Thionyl chloride (10 mL) was added to 3-(pyridin-4-yl)benzoic acid (1.5 g, 7.5 mmol) and the mixture was stirred under reflux overnight. The solvent was evaporated under reduced pressure and the residue was dried in vacuum giving 1.5 g of crude 3-(pyridin-4-yl)benzoyl chloride. To a solution of methyl 3-amino-2-hydroxybenzoate (950 g, 5.8 mmol) and pyridine (480 mg, 6 mmol) in toluene (50 mL) was added crude 3-(pyridin-4-yl)benzoyl chloride (1.5 g, 7 mmol) portion wise at 0° C. and then stirred ... The reactants are C(=O)O (formic acid), C(=O)(N1C=NC=C1)N1C=NC=C1 (carbonyldiimidazole), C(=O)(O)[O-].[Na+] (NaHCO3), O=C1C(=CN=C2N1C1=CC=CC=C1NC2)C(=O)OCC (ethyl 5,6-dihydro-1-oxo-1H-pyrimido [1,2-a] quinoxaline-2-carboxylate). The solvent is C(Cl)Cl (CH2Cl2). Reaction conditions: time 6 hour. Product: C(=O)N1CC=2N(C3=CC=CC=C13)C(C(=CN2)C(=O)OCC)=O (ethyl 5,6-dihydro-6-formyl-1-oxo-1H-pyrimido [1,2-a] quinoxaline-2-carboxylate). Yield: 66.5%. As a reaction SMILES: [CH:1](O)=[O:2].C(N1C=CN=C1)(N1C=CN=C1)=O.[O:16]=[C:17]1[N:22]2[C:23]3[C:28]([NH:29][CH2:30][C:21]2=[N:20][CH:19]=[C:18]1[C:31]([O:33][CH2:34][CH3:35])=[O:32])=[CH:27][CH:26]=[CH:25][CH:24]=3.C([O-])(O)=O.[Na+]>C(Cl)Cl>[CH:1]([N:29]1[C:28]2[C:23](=[CH:24][CH:25]=[CH:26][CH:27]=2)[N:22]2[C:17](=[O:16])[C:18]([C:31]([O:33][CH2:34][CH3:35])=[O:32])=[CH:19][N:20]=[C:21]2[CH2:30]1)=[O:2] |f:3.4|. Reported procedure: A solution of 700 mg of formic acid (98%) in 70 ml of CH2Cl2 was stirred at room temperature under nitrogen while 100 mg of carbonyldiimidazole were added thereto. After 30, minutes 1.5 g of ethyl 5,6-dihydro-1-oxo-1H-pyrimido [1,2-a] quinoxaline-2-carboxylate were added thereto and the mixture was stirred for another 6 hours. Then, the solution was poured into an aqueous NaHCO3 solution and extracted with ethyl acetate. The organic layer was dried over MgSO4, decolorized with charcoal and evapo... The solvent is CS(=O)C (dimethyl sulfoxide). The product is COC=1C=C2C(=NN(C2=CC1OC)CC=1N=CN(C1)C(C1=CC=CC=C1)(C1=CC=CC=C1)C1=CC=CC=C1)CC#N (5,6-Dimethoxy-1-(1-trityl-4-imidazolyl)methyl-1H-indazole-3-acetonitrile). Reported procedure: 3-Chloromethyl-5,6-dimethoxy-1-(1-trityl-4-imidazolyl)methyl-1H-indazole (165.0 g) was suspended in dimethyl sulfoxide (1,200 ml) and stirred at room temperature. To this was added potassium cyanate (43.6 g) which has been made into powder using a mortar. When the reaction solution was stirred at 70° C. for 1 hour, the reaction solution became uniform and transparent, and it was observed that the spot of the material almost disappeared on a thin layer chromatography (ethyl acetate/hexane=2/1). T... Starting materials: ClCC1=NN(C2=CC(=C(C=C12)OC)OC)CC=1N=CN(C1)C(C1=CC=CC=C1)(C1=CC=CC=C1)C1=CC=CC=C1 (3-Chloromethyl-5,6-dimethoxy-1-(1-trityl-4-imidazolyl)methyl-1H-indazole), O (water), [O-]C#N.[K+] (potassium cyanate), C(C)(=O)OCC.CCCCCC (ethyl acetate hexane). As a reaction SMILES: Cl[CH2:2][C:3]1[C:11]2[C:6](=[CH:7][C:8]([O:14][CH3:15])=[C:9]([O:12][CH3:13])[CH:10]=2)[N:5]([CH2:16][C:17]2[N:18]=[CH:19][N:20]([C:22]([C:35]3[CH:40]=[CH:39][CH:38]=[CH:37][CH:36]=3)([C:29]3[CH:34]=[CH:33][CH:32]=[CH:31][CH:30]=3)[C:23]3[CH:28]=[CH:27][CH:26]=[CH:25][CH:24]=3)[CH:21]=2)[N:4]=1.[O-][C:42]#[N:43].[K+].C(OCC)(=O)C.CCCCCC.O>CS(C)=O>[CH3:13][O:12][C:9]1[CH:10]=[C:11]2[C:6](=[CH:7][C:8]=1[O:14][CH3:15])[N:5]([CH2:16][C:17]1[N:18]=[CH:19][N:20]([C:22]([C:35]3[CH:40]=[CH:39][CH:38]=[CH:37][CH:36]=3)([C:29]3[CH:30]=[CH:31][CH:32]=[CH:33][CH:34]=3)[C:23]3[CH:24]=[CH:25][CH:26]=[CH:27][CH:28]=3)[CH:21]=1)[N:4]=[C:3]2[CH2:2][C:42]#[N:43] |f:1.2,3.4|. The reactants are Cl, O=N[O-], [Na+], c1ccc2c(c1)NCCCO2, O. The product is O=NN1CCCOc2ccccc21. Reaction SMILES: [ClH:16].[N:12](=[O:13])[O-:14].[Na+:15].[O:1]1[CH2:2][CH2:3][CH2:4][NH:5][c:6]2[c:7]1[cH:8][cH:9][cH:10][cH:11]2.[OH2:17]>>[O:1]1[CH2:2][CH2:3][CH2:4][N:5]([N:12]=[O:13])[c:6]2[c:7]1[cH:8][cH:9][cH:10][cH:11]2. The reactants are COCOc1c(Br)c(C)cc2cc(OC)ccc12, COCCOC, [Na+], [Na+], O=C([O-])[O-], OB(O)c1ccccc1. Product: COCOc1c(-c2ccccc2)c(C)cc2cc(OC)ccc12. As a reaction SMILES: [Br:1][c:2]1[c:3]([O:15][CH2:16][O:17][CH3:18])[c:4]2[cH:5][cH:6][c:7]([O:13][CH3:14])[cH:8][c:9]2[cH:10][c:11]1[CH3:12].[CH3:34][O:35][CH2:36][CH2:37][O:38][CH3:39].[Na+:28].[Na+:29].[O-:30][C:31](=[O:32])[O-:33].[OH:19][B:20]([OH:21])[c:22]1[cH:23][cH:24][cH:25][cH:26][cH:27]1>>[c:2]1(-[c:22]2[cH:23][cH:24][cH:25][cH:26][cH:27]2)[c:3]([O:15][CH2:16][O:17][CH3:18])[c:4]2[cH:5][cH:6][c:7]([O:13][CH3:14])[cH:8][c:9]2[cH:10][c:11]1[CH3:12]. Run in CN(C=O)C (N,N-dimethylformamide). Procedure details: A mixture of 6-bromo-2-hydroxybenzaldehyde (4.48 g), ethyl chloroacetate (3.55 g) and powdered potassium carbonate (6.16 g) in N,N-dimethylformamide (56 ml) was stirred at 120° C. for one hour. Insoluble materials were filtered off and the solvent was removed under reduced pressure. Ethyl acetate and water were added to the residue, and the mixture was acidified by hydrochloric acid solution. The layers were separated and the organic layer was washed with water and brine, dried over magnesium su... The yield is 70.0%. As a reaction SMILES: [Br:1][C:2]1[C:7]([CH:8]=O)=[C:6]([OH:10])[CH:5]=[CH:4][CH:3]=1.Cl[CH2:12][C:13]([O:15][CH2:16][CH3:17])=[O:14].C(=O)([O-])[O-].[K+].[K+]>CN(C)C=O>[Br:1][C:2]1[C:7]2[CH:8]=[C:12]([C:13]([O:15][CH2:16][CH3:17])=[O:14])[O:10][C:6]=2[CH:5]=[CH:4][CH:3]=1 |f:2.3.4|. Conditions: temperature 120 celsius, time 1 hour. The reactants are BrC1=CC=CC(=C1C=O)O (6-bromo-2-hydroxybenzaldehyde), ClCC(=O)OCC (ethyl chloroacetate), C([O-])([O-])=O.[K+].[K+] (potassium carbonate). Yields the product BrC1=CC=CC2=C1C=C(O2)C(=O)OCC (4-bromo-2-ethoxycarbonylbenzofuran).